From a dataset of the Open Reaction Database (ORD), a public repository of structured organic reaction records. describe an organic reaction: reactants, conditions, products, and yield Reactants: BrC1=CC(=C(C(=O)[O-])C=C1)CBr (4-bromo-2-(bromomethyl)benzoate), NCCC1N(CCC1)C (2-(2-aminoethyl)-1-methylpyrrolidine). Yields the product BrC=1C=C2CN(C(C2=CC1)=O)CCC1N(CCC1)C (5-bromo-2-[2-(1-methylpyrrolidin-2-yl)ethyl]isoindolin-1-one). Reaction SMILES: [Br:1][C:2]1[CH:10]=[CH:9][C:5]([C:6]([O-:8])=O)=[C:4]([CH2:11]Br)[CH:3]=1.[NH2:13][CH2:14][CH2:15][CH:16]1[CH2:20][CH2:19][CH2:18][N:17]1[CH3:21]>>[Br:1][C:2]1[CH:3]=[C:4]2[C:5](=[CH:9][CH:10]=1)[C:6](=[O:8])[N:13]([CH2:14][CH2:15][CH:16]1[CH2:20][CH2:19][CH2:18][N:17]1[CH3:21])[CH2:11]2. Reported procedure: This compound was prepared by using procedures analogous to those described for the synthesis of Example 52, Step 6 starting from 4-bromo-2-(bromomethyl)benzoate and 2-(2-aminoethyl)-1-methylpyrrolidine (Aldrich Cat No. D139505). LCMS (M+H)+=323.0. Yields the product C(C1=CC=CC=C1)O[C@H]1[C@@H](OCCC1)COC(C1=CC=CC=C1)(C1=CC=CC=C1)C1=CC=CC=C1 ((2S, 3R)-3-Benzyloxy-2-triphenylmethoxymethyltetrahydropyran). Reactants: CC(C)([O-])C.[K+] (potassium t-butoxide), CS(=O)(=O)O[C@H](COC(C1=CC=CC=C1)(C1=CC=CC=C1)C1=CC=CC=C1)[C@@H](CCCO)OCC1=CC=CC=C1 ((2R, 3R)-3-benzyloxy-6-hydroxy-1-triphenylmethoxy-2-hexyl methanesulfonate), C(C)(=O)O (acetic acid). Isolated yield 97.4%. Procedure: A solution of 26.08 g of (2R, 3R)-3-benzyloxy-6-hydroxy-1-triphenylmethoxy-2-hexyl methanesulfonate (prepared as described in Preparation 21) dissolved in 290 ml of t-butanol was added dropwise to a solution of 7.01 g of potassium t-butoxide in 250 ml of t-butanol, whilst maintaining the temperaure at 25° C. The mixture was then stirred at 40° C. for 4 hours. At the end of this time, 0.56 ml of acetic acid were added to the mixture, and the solvent was removed by distillation under reduced press... Run at temperature 25 celsius, time 4 hour. Solvent: C(C)(C)(C)O (t-butanol), C(C)(C)(C)O (t-butanol). RXN SMILES: CS(O[C@@H:6]([C@H:28]([O:33][CH2:34][C:35]1[CH:40]=[CH:39][CH:38]=[CH:37][CH:36]=1)[CH2:29][CH2:30][CH2:31][OH:32])[CH2:7][O:8][C:9]([C:22]1[CH:27]=[CH:26][CH:25]=[CH:24][CH:23]=1)([C:16]1[CH:21]=[CH:20][CH:19]=[CH:18][CH:17]=1)[C:10]1[CH:15]=[CH:14][CH:13]=[CH:12][CH:11]=1)(=O)=O.CC(C)([O-])C.[K+].C(O)(=O)C>C(O)(C)(C)C>[CH2:34]([O:33][C@@H:28]1[CH2:29][CH2:30][CH2:31][O:32][C@H:6]1[CH2:7][O:8][C:9]([C:22]1[CH:23]=[CH:24][CH:25]=[CH:26][CH:27]=1)([C:16]1[CH:17]=[CH:18][CH:19]=[CH:20][CH:21]=1)[C:10]1[CH:11]=[CH:12][CH:13]=[CH:14][CH:15]=1)[C:35]1[CH:36]=[CH:37][CH:38]=[CH:39][CH:40]=1 |f:1.2|. Starting materials: C(C)(=O)O[BH-](OC(C)=O)OC(C)=O.[Na+] (Sodium triacetoxyborohydride), C([O-])(O)=O.[Na+] (sodium bicarbonate), C(=O)C1=CC=C(C(=O)OC)C=C1 (Methyl 4-formylbenzoate), FC=1C=C2C=C(NC2=CC1F)C=1C=CC(=C(C1)N)OC (5-(5,6-difluoro-1H-indol-2-yl)-2-methoxy-phenylamine), C(C)(=O)O (acetic acid). Solvent: C(Cl)Cl (methylene chloride). Conditions: time 1 hour. Product: COC(C1=CC=C(C=C1)CNC1=C(C=CC(=C1)C=1NC2=CC(=C(C=C2C1)F)F)OC)=O (4-{[5-(5,6-Difluoro-1H-indol-2-yl)-2-methoxy-phenylamino]-methyl}-benzoic acid methyl ester). Isolated yield 26.7%. Reaction SMILES: [CH:1]([C:3]1[CH:12]=[CH:11][C:6]([C:7]([O:9][CH3:10])=[O:8])=[CH:5][CH:4]=1)=O.[F:13][C:14]1[CH:15]=[C:16]2[C:20](=[CH:21][C:22]=1[F:23])[NH:19][C:18]([C:24]1[CH:25]=[CH:26][C:27]([O:31][CH3:32])=[C:28]([NH2:30])[CH:29]=1)=[CH:17]2.C(O)(=O)C.C(O[BH-](OC(=O)C)OC(=O)C)(=O)C.[Na+].C(=O)(O)[O-].[Na+]>C(Cl)Cl>[CH3:10][O:9][C:7](=[O:8])[C:6]1[CH:11]=[CH:12][C:3]([CH2:1][NH:30][C:28]2[CH:29]=[C:24]([C:18]3[NH:19][C:20]4[C:16]([CH:17]=3)=[CH:15][C:14]([F:13])=[C:22]([F:23])[CH:21]=4)[CH:25]=[CH:26][C:27]=2[O:31][CH3:32])=[CH:4][CH:5]=1 |f:3.4,5.6|. Reported procedure: Methyl 4-formylbenzoate (0.21 g, 1.28 mmol) was added to a stirred mixture of 5-(5,6-difluoro-1H-indol-2-yl)-2-methoxy-phenylamine (0.34 g, 1.24 mmol) in methylene chloride (125 mL), followed by acetic acid (0.3 g, 3.33 mmol). The resulting mixture was stirred at room temperature for 1 hour. Sodium triacetoxyborohydride (0.3 g, 1.42 mmol) was added in one portion, and the resulting homogeneous solution stirred at room temperature for 4 days. Saturated aqueous sodium bicarbonate solution (100 mL)... Reactants: C(C)(=O)OCC (ethyl acetate), NC1=C(C=C(C(=O)OC)C=C1)C (methyl 4-amino-3-methyl-benzoate), O (water), ClCCCS(=O)(=O)Cl (3-chloropropanesulphonic acid chloride). Solvent: N1=CC=CC=C1 (pyridine). Run at time 16 hour. Product: ClCCCS(=O)(=O)NC1=C(C=C(C(=O)OC)C=C1)C (methyl 4-(3-chloro-propyl-sulphonyl-amino)-3-methyl-benzoate). RXN SMILES: [NH2:1][C:2]1[CH:11]=[CH:10][C:5]([C:6]([O:8][CH3:9])=[O:7])=[CH:4][C:3]=1[CH3:12].[Cl:13][CH2:14][CH2:15][CH2:16][S:17](Cl)(=[O:19])=[O:18].O.C(OCC)(=O)C>N1C=CC=CC=1>[Cl:13][CH2:14][CH2:15][CH2:16][S:17]([NH:1][C:2]1[CH:11]=[CH:10][C:5]([C:6]([O:8][CH3:9])=[O:7])=[CH:4][C:3]=1[CH3:12])(=[O:19])=[O:18]. Reported procedure: 100 mg (0.61 mmol) methyl 4-amino-3-methyl-benzoate dissolved in 3 ml of pyridine are combined with 82 μl (0.67 mmol) 3-chloropropanesulphonic acid chloride and stirred for 16 hours at ambient temperature. The reaction solution is combined with water and ethyl acetate and then the aqueous phase is again extracted with ethyl acetate. The combined organic phases are dried over sodium sulphate and evaporated down i. vac. The residue is further reacted without any more purification. The solvent is C(C)(C)O (isopropanol), O (water). Yields the product NC1=C2C(C(=CN3C2=C(C(=C1F)F)OC[C@@H]3C)C3=NN=NN3)=O ((S)-8-amino-9,10-difluoro-3-methyl-6-(1H-tetrazole-5-yl)-2H-(1,4)oxazino(2,3,4-ij)quinolin-7(3H)-one). Reactants: [N-]=[N+]=[N-].[Na+] (sodium azide), NC1=C2C(C(=CN3C2=C(C(=C1F)F)OC[C@@H]3C)C#N)=O ((S)-8-amino-9,10-difluoro-3-methyl-7-oxo-3,7-dihydro-2H-(1,4)oxazino(2,3,4-ij)quinoline-6-carbonitrile). Reagents/catalysts: [Cl-].[Zn+2].[Cl-] (zinc chloride). Reaction SMILES: [NH2:1][C:2]1[C:11]([F:12])=[C:10]([F:13])[C:9]2[O:14][CH2:15][C@H:16]([CH3:17])[N:7]3[C:8]=2[C:3]=1[C:4](=[O:20])[C:5]([C:18]#[N:19])=[CH:6]3.[N-:21]=[N+:22]=[N-:23].[Na+]>C(O)(C)C.O.[Cl-].[Zn+2].[Cl-]>[NH2:1][C:2]1[C:11]([F:12])=[C:10]([F:13])[C:9]2[O:14][CH2:15][C@H:16]([CH3:17])[N:7]3[C:8]=2[C:3]=1[C:4](=[O:20])[C:5]([C:18]1[NH:23][N:22]=[N:21][N:19]=1)=[CH:6]3 |f:1.2,5.6.7|. Yield: 60.2%. Reported procedure: To a mixture of nitrile 5 (40 mg, 0.14 mmol) in isopropanol and water (1:1 v/v, 15 ml) were added 20 mg of sodium azide (0.29 mmole) and 22 mg of zinc chloride (0.29 mmole). The mixture was heated to 110° C. for 18 h. The precipitates were collected by filtration and washed with water. The solid was dried under vacuum to give 27 mg (60% yield) of 13. This title compound was used without further purification in the next step. Run at temperature 110 celsius.